This data is from the Open Reaction Database (ORD), a public repository of structured organic reaction records. The task is: describe an organic reaction: reactants, conditions, products, and yield Reaction SMILES: [H-].[Na+].[Cl:3][C:4]1[CH:9]=[CH:8][C:7]([CH2:10][CH2:11][CH:12]([S:15]([C:18]([CH3:21])([CH3:20])[CH3:19])(=[O:17])=[O:16])[C:13]#[N:14])=[CH:6][CH:5]=1.Cl.Cl[CH2:24][N:25]1[CH:29]=[N:28][CH:27]=[N:26]1>CN(C=O)C>[Cl:3][C:4]1[CH:5]=[CH:6][C:7]([CH2:10][CH2:11][C:12]([S:15]([C:18]([CH3:21])([CH3:20])[CH3:19])(=[O:17])=[O:16])([CH2:24][N:25]2[CH:29]=[N:28][CH:27]=[N:26]2)[C:13]#[N:14])=[CH:8][CH:9]=1 |f:0.1,3.4|. Starting materials: [H-].[Na+] (NaH), ClC1=CC=C(C=C1)CCC(C#N)S(=O)(=O)C(C)(C)C (4-(4-chlorophenyl)-2-(t-butylsulfonyl)butanenitrile), Cl.ClCN1N=CN=C1 (1-(chloromethyl)-1,2,4-triazole hydrochloride). Solvent: CN(C)C=O (DMF). Procedure details: Into a 3-neck, 300 mL round bottom flask was charged 2.0g (0.05 mole, 2.5 equivalents (eq)) of 60% NaH, which had been previously washed two times with successive 30 mL portions of hexane, in 50 mL of DMF. While stirring under nitrogen, 5.98 g (0.020 mole, 1.0 eq) of 4-(4-chlorophenyl)-2-(t-butylsulfonyl)butanenitrile in 50 mL of DMF was added dropwise over 0.5 hr. The mixture was stirred for an additional 45 minutes after which 1-(chloromethyl)-1,2,4-triazole hydrochloride (3.36 g, 0.022 mole),... The yield is 47.3%. Product: ClC1=CC=C(C=C1)CCC(C#N)(CN1N=CN=C1)S(=O)(=O)C(C)(C)C (4-(4-chlorophenyl)-2-(t-butylsulfonyl)-2-((1,2,4-triazol-1-yl)methyl)butanenitrile). The reactants are N(=[N+]=[N-])[Si](C)(C)C (azidotrimethylsilane), C1(=CC=CC=C1)C (toluene), [Na].O=C1C(O)=C(O)[C@H](O1)[C@@H](O)CO (L-ascorbic acid sodium salt), C(CC#C)N(C(OC(C)(C)C)=O)CC(=O)N1CC2=C(N=C(N=C2)NC2CC3=CC=CC=C3C2)CC1 (tert-butyl N-but-3-ynyl-N-[2-[2-(indan-2-ylamino)-7,8-dihydro-5H-pyrido[4,3-d]pyrimidin-6-yl]-2-oxo-ethyl]carbamate). The reagents and catalysts are O.O.O.O.O.S(=O)(=O)([O-])[O-].[Cu+2] (copper(II)sulfate pentahydrate). Solvent: O (water), C(C)(=O)OCC (ethyl acetate), CN(C=O)C (dimethylformamide), O (water). Run at temperature 90 celsius, time 4 hour. Yields the product C1C(CC2=CC=CC=C12)NC=1N=CC2=C(N1)CCN(C2)C(CN(C(OC(C)(C)C)=O)CCC=2N=NNC2)=O (tert-butyl {2-[2-(2,3-dihydro-1H-inden-2-ylamino)-7,8-dihydropyrido[4,3-d]pyrimidin-6(5H)-yl]-2-oxoethyl}[2-(1H-1,2,3-triazol-4-yl)-ethyl]carbamate). Isolated yield 63.3%. RXN SMILES: [Na].O=C1O[C@H]([C@H](CO)O)C(O)=C1O.[CH2:14]([N:18]([CH2:26][C:27]([N:29]1[CH2:48][CH2:47][C:32]2[N:33]=[C:34]([NH:37][CH:38]3[CH2:46][C:45]4[C:40](=[CH:41][CH:42]=[CH:43][CH:44]=4)[CH2:39]3)[N:35]=[CH:36][C:31]=2[CH2:30]1)=[O:28])[C:19](=[O:25])[O:20][C:21]([CH3:24])([CH3:23])[CH3:22])[CH2:15][C:16]#[CH:17].C1(C)C=CC=CC=1.[N:56]([Si](C)(C)C)=[N+:57]=[N-:58]>CN(C)C=O.O.C(OCC)(=O)C.O.O.O.O.O.S([O-])([O-])(=O)=O.[Cu+2]>[CH2:39]1[C:40]2[C:45](=[CH:44][CH:43]=[CH:42][CH:41]=2)[CH2:46][CH:38]1[NH:37][C:34]1[N:35]=[CH:36][C:31]2[CH2:30][N:29]([C:27](=[O:28])[CH2:26][N:18]([CH2:14][CH2:15][C:16]3[N:56]=[N:57][NH:58][CH:17]=3)[C:19](=[O:25])[O:20][C:21]([CH3:24])([CH3:23])[CH3:22])[CH2:48][CH2:47][C:32]=2[N:33]=1 |f:0.1,8.9.10.11.12.13.14,^1:0|. Procedure: Add copper(II)sulfate pentahydrate (0.026 g; 0.2 equiv; 0.106 mmoles) and L-ascorbic acid sodium salt (0.21 g; 2.0 equiv; 1.06 mmoles) to a deoxygenated solution of tert-butyl N-but-3-ynyl-N-[2-[2-(indan-2-ylamino)-7,8-dihydro-5H-pyrido[4,3-d]pyrimidin-6-yl]-2-oxo-ethyl]carbamate (0.252 g; 1.0 equiv; 0.53 mmoles) in dimethylformamide (6 mL) and water (3 mL) (including toluene (0.05 mL) as an internal standard). Heat the reaction vessel to 90° C. and then add azidotrimethylsilane (0.565 mL; 8 equ... The reactants are O=C([O-])[O-], C1COCCO1, FC(F)Oc1ccc(-c2cnc(Cl)nc2)cc1, Nc1cccc(CO)c1, [Na+], [Na+]. The product is OCc1cccc(Nc2ncc(-c3ccc(OC(F)F)cc3)cn2)c1. RXN SMILES: [C:33](=[O:34])([O-:35])[O-:36].[CH2:27]1[O:28][CH2:29][CH2:30][O:31][CH2:32]1.[Cl:1][c:2]1[n:3][cH:4][c:5](-[c:8]2[cH:9][cH:10][c:11]([O:14][CH:15]([F:16])[F:17])[cH:12][cH:13]2)[cH:6][n:7]1.[NH2:18][c:19]1[cH:20][c:21]([CH2:25][OH:26])[cH:22][cH:23][cH:24]1.[Na+:37].[Na+:38]>>[c:2]1([NH:18][c:19]2[cH:20][c:21]([CH2:25][OH:26])[cH:22][cH:23][cH:24]2)[n:3][cH:4][c:5](-[c:8]2[cH:9][cH:10][c:11]([O:14][CH:15]([F:16])[F:17])[cH:12][cH:13]2)[cH:6][n:7]1. Reactants: FC=1C=C(C=CC1F)C=1N=C(NC1C1=CC=C(C=C1)C(F)(F)F)N1[C@@H](CNCC1)C ((2R)-1-(4-(3,4-difluorophenyl)-5-(4-(trifluoromethyl)phenyl)-1H-imidazol-2-yl)-2-methylpiperazine), ClC1=NC=CC=C1Cl (2,3-dichloropyridine), C([O-])(O)=O.[Na+] (sodium bicarbonate). Run in CN1CCCC1=O (NMP). The product is FC(C(=O)O)(F)F.ClC=1C(=NC=CC1)N1C[C@H](N(CC1)C=1NC(=C(N1)C1=CC(=C(C=C1)F)F)C1=CC=C(C=C1)C(F)(F)F)C ((2R)-4-(3-Chloropyridin-2-yl)-1-(4-(3,4-difluorophenyl)-5-(4-(trifluoromethyl)-phenyl)-1H-imidazol-2-yl)-2-methylpiperazine trifluoroacetic acid). Reaction SMILES: [F:1][C:2]1[CH:3]=[C:4]([C:9]2[N:10]=[C:11]([N:24]3[CH2:29][CH2:28][NH:27][CH2:26][C@H:25]3[CH3:30])[NH:12][C:13]=2[C:14]2[CH:19]=[CH:18][C:17]([C:20]([F:23])([F:22])[F:21])=[CH:16][CH:15]=2)[CH:5]=[CH:6][C:7]=1[F:8].Cl[C:32]1[C:37]([Cl:38])=[CH:36][CH:35]=[CH:34][N:33]=1.[C:39](=[O:42])(O)[O-:40].[Na+]>CN1C(=O)CCC1>[F:21][C:20]([F:23])([F:22])[C:39]([OH:40])=[O:42].[Cl:38][C:37]1[C:32]([N:27]2[CH2:28][CH2:29][N:24]([C:11]3[NH:12][C:13]([C:14]4[CH:15]=[CH:16][C:17]([C:20]([F:23])([F:21])[F:22])=[CH:18][CH:19]=4)=[C:9]([C:4]4[CH:5]=[CH:6][C:7]([F:8])=[C:2]([F:1])[CH:3]=4)[N:10]=3)[C@H:25]([CH3:30])[CH2:26]2)=[N:33][CH:34]=[CH:35][CH:36]=1 |f:2.3,5.6|. Reported procedure: A mixture of (2R)-1-(4-(3,4-difluorophenyl)-5-(4-(trifluoromethyl)phenyl)-1H-imidazol-2-yl)-2-methylpiperazine from step (d) above (150 mg, 0.355 mmol), 2,3-dichloropyridine (104 mg, 0.71 mmol, Lancaster), and sodium bicarbonate (89 mg, 1.1 mmol, Mallinckrodt) in NMP (1.2 mL) was reacted under the condition of Example 12(a) to give the title compound as a tan solid. MS (ESI, positive ion) m/z: 534 (M+1). The reactants are COc1ccc(-c2c(-c3ccccc3F)oc3ncnc(OC4CCCN(Cc5ccccc5)C4)c23)cc1, CO, O=CO, [Pd]. Product: COc1ccc(-c2c(-c3ccccc3F)oc3ncnc(OC4CCCNC4)c23)cc1. Reaction SMILES: [CH2:1]([c:2]1[cH:3][cH:4][cH:5][cH:6][cH:7]1)[N:8]1[CH2:9][CH:10]([O:14][c:15]2[c:16]3[c:17]([n:18][cH:19][n:20]2)[o:21][c:22](-[c:32]2[c:33]([F:38])[cH:34][cH:35][cH:36][cH:37]2)[c:23]3-[c:24]2[cH:25][cH:26][c:27]([O:30][CH3:31])[cH:28][cH:29]2)[CH2:11][CH2:12][CH2:13]1.[CH3:42][OH:43].[CH:39]([OH:40])=[O:41].[Pd:44]>>[NH:8]1[CH2:9][CH:10]([O:14][c:15]2[c:16]3[c:17]([n:18][cH:19][n:20]2)[o:21][c:22](-[c:32]2[c:33]([F:38])[cH:34][cH:35][cH:36][cH:37]2)[c:23]3-[c:24]2[cH:25][cH:26][c:27]([O:30][CH3:31])[cH:28][cH:29]2)[CH2:11][CH2:12][CH2:13]1. Starting materials: C(#N)C1=CC=C(C=C1)CCOC=1C=C(C=CC1)NS(=O)(=O)C1=CC=CC=C1 (N-{3-[2-(4-Cyanophenyl)ethoxy]phenyl}benzenesulfonamide), C(=O)([O-])[O-].[K+].[K+] (K2CO3), BrCC(=O)OCC (ethyl bromoacetate). Run in CN(C)C=O (DMF). The product is C1(=CC=CC=C1)S(=O)(=O)N(C1=CC(=CC=C1)OCCC1=CC=C(C=C1)C#N)CC(=O)OCC (N-Phenylsulfonyl-3-[2-(4-cyanophenyl)ethoxy]phenylaminoacetic acid, ethyl ester). Reaction SMILES: [C:1]([C:3]1[CH:8]=[CH:7][C:6]([CH2:9][CH2:10][O:11][C:12]2[CH:13]=[C:14]([NH:18][S:19]([C:22]3[CH:27]=[CH:26][CH:25]=[CH:24][CH:23]=3)(=[O:21])=[O:20])[CH:15]=[CH:16][CH:17]=2)=[CH:5][CH:4]=1)#[N:2].C([O-])([O-])=O.[K+].[K+].Br[CH2:35][C:36]([O:38][CH2:39][CH3:40])=[O:37]>CN(C=O)C>[C:22]1([S:19]([N:18]([CH2:35][C:36]([O:38][CH2:39][CH3:40])=[O:37])[C:14]2[CH:15]=[CH:16][CH:17]=[C:12]([O:11][CH2:10][CH2:9][C:6]3[CH:5]=[CH:4][C:3]([C:1]#[N:2])=[CH:8][CH:7]=3)[CH:13]=2)(=[O:21])=[O:20])[CH:27]=[CH:26][CH:25]=[CH:24][CH:23]=1 |f:1.2.3|. Procedure details: N-{3-[2-(4-Cyanophenyl)ethoxy]phenyl}benzenesulfonamide (0.179 g; 0.47 mmol; from Example 1(iv) above), K2CO3 (0.082 g; 0.59 mmol) and ethyl bromoacetate (63 μL; 0.57 mmol) were stirred in DMF (10 mL) for 1 hour at room temperature, then 1 hour at 60° C. The mixture was filtered and the solvent removed in vacuo. The residue was dissolved in EtOAc and washed with water. The aqueous phase was extracted with EtOAc. The combined organic portions were dried (Na2SO4) and the solvent evaporated to affo... Starting materials: O=C([O-])[O-], COCCOC, CC(=O)Nc1nc2c(Oc3cc(-c4ccc(C(F)(F)F)cc4)nc(Cl)n3)cccc2s1, [Na+], [Na+], [Na+], O=C([O-])O, c1ccc(P(c2ccccc2)(c2ccccc2)[Pd](P(c2ccccc2)(c2ccccc2)c2ccccc2)(P(c2ccccc2)(c2ccccc2)c2ccccc2)P(c2ccccc2)(c2ccccc2)c2ccccc2)cc1, OB(O)c1ccncc1. Product: CC(=O)Nc1nc2c(Oc3cc(-c4ccc(C(F)(F)F)cc4)nc(-c4ccncc4)n3)cccc2s1. RXN SMILES: [C:41](=[O:42])([O-:43])[O-:44].[CH3:47][O:48][CH2:49][CH2:50][O:51][CH3:52].[Cl:1][c:2]1[n:3][c:4](-[c:22]2[cH:23][cH:24][c:25]([C:28]([F:29])([F:30])[F:31])[cH:26][cH:27]2)[cH:5][c:6]([O:8][c:9]2[cH:10][cH:11][cH:12][c:13]3[c:14]2[n:15][c:16]([NH:18][C:19]([CH3:20])=[O:21])[s:17]3)[n:7]1.[Na+:45].[Na+:46].[Na+:57].[O-:53][C:54]([OH:55])=[O:56].[cH:58]1[cH:59][cH:60][c:61]([P:62]([Pd:63]([P:64]([c:65]2[cH:66][cH:67][cH:68][cH:69][cH:70]2)([c:71]2[cH:72][cH:73][cH:74][cH:75][cH:76]2)[c:77]2[cH:78][cH:79][cH:80][cH:81][cH:82]2)([P:83]([c:84]2[cH:85][cH:86][cH:87][cH:88][cH:89]2)([c:90]2[cH:91][cH:92][cH:93][cH:94][cH:95]2)[c:96]2[cH:97][cH:98][cH:99][cH:100][cH:101]2)[P:102]([c:103]2[cH:104][cH:105][cH:106][cH:107][cH:108]2)([c:109]2[cH:110][cH:111][cH:112][cH:113][cH:114]2)[c:115]2[cH:116][cH:117][cH:118][cH:119][cH:120]2)([c:121]2[cH:122][cH:123][cH:124][cH:125][cH:126]2)[c:127]2[cH:128][cH:129][cH:130][cH:131][cH:132]2)[cH:133][cH:134]1.[n:32]1[cH:33][cH:34][c:35]([B:38]([OH:39])[OH:40])[cH:36][cH:37]1>>[c:2]1(-[c:35]2[cH:34][cH:33][n:32][cH:37][cH:36]2)[n:3][c:4](-[c:22]2[cH:23][cH:24][c:25]([C:28]([F:29])([F:30])[F:31])[cH:26][cH:27]2)[cH:5][c:6]([O:8][c:9]2[cH:10][cH:11][cH:12][c:13]3[c:14]2[n:15][c:16]([NH:18][C:19]([CH3:20])=[O:21])[s:17]3)[n:7]1. The reactants are OS(=O)[O-].[Na+] (NaHSO3), C(C)OC(=O)[C@H]1[C@@H](C[C@@H](C1)SC1=CC=CC=C1)C(=O)N1CCOCC1 ((1R,2R,4S)-2-(morpholine-4-carbonyl)-4-phenylsulfanyl-cyclopentanecarboxylic acid ethyl ester), ClC1=CC(=CC=C1)C(=O)OO (m-chloroperbenzoic acid). Solvent: ClCCl (dichloromethane), ClCCl (dichloromethane). Yields the product C(C)OC(=O)[C@H]1[C@@H](C[C@@H](C1)S(=O)(=O)C1=CC=CC=C1)C(=O)N1CCOCC1 ((1R,2R,4S)-4-benzenesulfonyl-2-(morpholine-4-carbonyl)-cyclopentanecarboxylic acid ethyl ester). Reaction SMILES: [CH2:1]([O:3][C:4]([C@@H:6]1[CH2:10][C@@H:9](SC2C=CC=CC=2)[CH2:8][C@H:7]1[C:18]([N:20]1[CH2:25][CH2:24][O:23][CH2:22][CH2:21]1)=[O:19])=[O:5])[CH3:2].Cl[C:27]1[CH:32]=[CH:31][CH:30]=[C:29](C(OO)=O)[CH:28]=1.[OH:37][S:38]([O-:40])=O.[Na+]>ClCCl>[CH2:1]([O:3][C:4]([C@@H:6]1[CH2:10][C@@H:9]([S:38]([C:27]2[CH:28]=[CH:29][CH:30]=[CH:31][CH:32]=2)(=[O:40])=[O:37])[CH2:8][C@H:7]1[C:18]([N:20]1[CH2:21][CH2:22][O:23][CH2:24][CH2:25]1)=[O:19])=[O:5])[CH3:2] |f:2.3|. Procedure: To a solution of (1R,2R,4S)-2-(morpholine-4-carbonyl)-4-phenylsulfanyl-cyclopentanecarboxylic acid ethyl ester (0.1 mmol) in dichloromethane (1 ml) was added a solution of m-chloroperbenzoic acid (70%, 0.4 mmol) in dichloromethane (2 ml) and stirring was continued at 22° C. until completion of the reaction. The mixture was vigorously shaken with aqueous NaHSO3, the organic layer was washed with aqueous Na2CO3 and water, the organic layer was dried, evaporated and the residue chromatographed on s... The reactants are ClCCl, CON(C)C(=O)CCl, CC(=O)[O-], CS(C)=O, [GeH4], [Na+]. Product: CON(C)C(=O)COC(C)=O. RXN SMILES: [CH2:19]([Cl:20])[Cl:21].[CH3:10][N:11]([C:12]([CH2:13][Cl:14])=[O:15])[O:16][CH3:17].[CH3:2][C:3]([O-:4])=[O:5].[CH3:6][S:7]([CH3:8])=[O:9].[GeH4:18].[Na+:1]>>[CH3:2][C:3](=[O:4])[O:5][CH2:13][C:12]([N:11]([CH3:10])[O:16][CH3:17])=[O:15]. Reactants: FC(C(=O)O)(F)F (Trifluoroacetic acid), CC(CC=1N=C(N(C1)C(=O)OC(C)(C)C)C(CC1=CC=C(C=C1)C1=NC=C(C=C1)F)NS(=O)(=O)C)(CC)C (tert-butyl 4-(2,2-dimethylbutyl)-2-{2-[4-(5-fluoropyridin-2-yl)phenyl]-1-[(methylsulfonyl)amino]ethyl}-1H-imidazole-1-carboxylate). Run at time 1 hour. Yields the product CC(CC=1N=C(NC1)C(CC1=CC=C(C=C1)C1=NC=C(C=C1)F)NS(=O)(=O)C)(CC)C (N-{1-[4-(2,2-dimethylbutyl)-1H-imidazol-2-yl]-2-[4-(5-fluoropyridin-2-yl)phenyl]ethyl}-methanesulfonamide). Reaction SMILES: FC(F)(F)C(O)=O.[CH3:8][C:9]([CH3:45])([CH2:43][CH3:44])[CH2:10][C:11]1[N:12]=[C:13]([CH:23]([NH:38][S:39]([CH3:42])(=[O:41])=[O:40])[CH2:24][C:25]2[CH:30]=[CH:29][C:28]([C:31]3[CH:36]=[CH:35][C:34]([F:37])=[CH:33][N:32]=3)=[CH:27][CH:26]=2)[N:14](C(OC(C)(C)C)=O)[CH:15]=1>>[CH3:8][C:9]([CH3:45])([CH2:43][CH3:44])[CH2:10][C:11]1[N:12]=[C:13]([CH:23]([NH:38][S:39]([CH3:42])(=[O:40])=[O:41])[CH2:24][C:25]2[CH:30]=[CH:29][C:28]([C:31]3[CH:36]=[CH:35][C:34]([F:37])=[CH:33][N:32]=3)=[CH:27][CH:26]=2)[NH:14][CH:15]=1. Procedure details: Trifluoroacetic acid (1 mL) was added to neat tert-butyl 4-(2,2-dimethylbutyl)-2-{2-[4-(5-fluoropyridin-2-yl)phenyl]-1-[(methylsulfonyl)amino]ethyl}-1H-imidazole-1-carboxylate. After stirring at ambient temperature for 1 h, the reaction mixture was concentrated in vacuo. The residue was partitioned between ethyl acetate and 10% aqueous sodium hydroxide. The aqueous phase was extracted with ethyl acetate. The combined organic extracts were dried (magnesium sulfate) and concentrated in vacuo. Prep...